describe an organic reaction: reactants, conditions, products, and yield From a dataset of the Open Reaction Database (ORD), a public repository of structured organic reaction records. The reactants are C1(CC1)C1=CC(=NN1)N (5-cyclopropyl-1H-pyrazol-3-amine), ClC1=NC(=CC(=N1)Cl)C (2,4-dichloro-6-methyl-pyrimidine), CCN(C(C)C)C(C)C (DIPEA), CCO (EtOH). Run in O (water). Run at temperature 70 celsius, time 3 day. Yields the product ClC1=NC(=CC(=N1)NC1=NNC(=C1)C1CC1)C (2-Chloro-N-(5-cyclopropyl-1H-pyrazol-3-yl)-6-methylpyrimidin-4-amine). Isolated yield 59.1%. Reaction SMILES: [CH:1]1([C:4]2[NH:8][N:7]=[C:6]([NH2:9])[CH:5]=2)[CH2:3][CH2:2]1.[Cl:10][C:11]1[N:16]=[C:15](Cl)[CH:14]=[C:13]([CH3:18])[N:12]=1.CCN(C(C)C)C(C)C.CCO>O>[Cl:10][C:11]1[N:16]=[C:15]([NH:9][C:6]2[CH:5]=[C:4]([CH:1]3[CH2:3][CH2:2]3)[NH:8][N:7]=2)[CH:14]=[C:13]([CH3:18])[N:12]=1. Procedure details: A mixture of 5-cyclopropyl-1H-pyrazol-3-amine (1.98 g, 16.07 mmol), 2,4-dichloro-6-methyl-pyrimidine (2.62 g, 16.07 mmol), DIPEA (5.7 mL, 32.15 mmol) and anhydrous EtOH (50 mL) was stirred at 70° C. under N2 for 3 d. The reaction mixture was cooled and poured into water (ca. 700 mL). The reaction was stirred at RT overnight until solid precipitated out. The solid was filtered, washed with additional water and pumped dry under high-vacuum to afford 2.37 g (59%) of 189 as a solid: 1H NMR (400 MHz,... Reactants: C1(=CC=CC=C1)C (toluene), ClC1=NC(=NC(=C1)Cl)N[C@@H](C)C1=CC=C(C=C1)F ((S)-4,6-dichloro-N-[1-(4-fluorophenyl)ethyl]pyrimidine-2-amine), O1B(OCCC1)C=1C=NC=CC1 (3-(1,3,2-dioxaborinan-2-yl)pyridine), C([O-])([O-])=O.[Na+].[Na+] (sodium carbonate). The reagents and catalysts are C=1C=CC(=CC1)[P](C=2C=CC=CC2)(C=3C=CC=CC3)[Pd]([P](C=4C=CC=CC4)(C=5C=CC=CC5)C=6C=CC=CC6)([P](C=7C=CC=CC7)(C=8C=CC=CC8)C=9C=CC=CC9)[P](C=1C=CC=CC1)(C=1C=CC=CC1)C=1C=CC=CC1 (tetrakis(triphenylphosphine)palladium). The solvent is O (water), C(C)O (ethanol), C(C)(=O)OCC (ethyl acetate). Run at temperature 110 celsius, time 3 hour. Product: ClC1=NC(=NC(=C1)C=1C=NC=CC1)N[C@@H](C)C1=CC=C(C=C1)F ((S)-4-Chloro-N-[1-(4-fluorophenyl)ethyl]-6-(pyridin-3-yl)pyrimidine-2-amine). Isolated yield 37.9%. RXN SMILES: Cl[C:2]1[CH:7]=[C:6]([Cl:8])[N:5]=[C:4]([NH:9][C@H:10]([C:12]2[CH:17]=[CH:16][C:15]([F:18])=[CH:14][CH:13]=2)[CH3:11])[N:3]=1.O1CCCOB1[C:25]1[CH:26]=[N:27][CH:28]=[CH:29][CH:30]=1.C(=O)([O-])[O-].[Na+].[Na+].C1(C)C=CC=CC=1>C(OCC)(=O)C.C1C=CC([P]([Pd]([P](C2C=CC=CC=2)(C2C=CC=CC=2)C2C=CC=CC=2)([P](C2C=CC=CC=2)(C2C=CC=CC=2)C2C=CC=CC=2)[P](C2C=CC=CC=2)(C2C=CC=CC=2)C2C=CC=CC=2)(C2C=CC=CC=2)C2C=CC=CC=2)=CC=1.O.C(O)C>[Cl:8][C:6]1[CH:7]=[C:2]([C:25]2[CH:26]=[N:27][CH:28]=[CH:29][CH:30]=2)[N:3]=[C:4]([NH:9][C@H:10]([C:12]2[CH:17]=[CH:16][C:15]([F:18])=[CH:14][CH:13]=2)[CH3:11])[N:5]=1 |f:2.3.4,^1:53,55,74,93|. Procedure details: 500 mg of (S)-4,6-dichloro-N-[1-(4-fluorophenyl)ethyl]pyrimidine-2-amine (Reference Example 1), 314 mg of 3-(1,3,2-dioxaborinan-2-yl)pyridine, 927 mg of sodium carbonate and 202 mg of tetrakis(triphenylphosphine)palladium were added in turn to a degassed mixed solvent of 15 ml of toluene, 7 ml of ethanol and 10 ml of water, and the mixture was stirred at 110° C. for 3 hours under argon atmosphere. The reaction solution was diluted with ethyl acetate. The solution was washed in turn with water an... Starting materials: COC1=CC=C(C=C1)C1C(=C(C2=CC=CC=C12)C1=CC2=C(C=C1)OCO2)C(=O)OCC (ethyl (RS)-1-(4-methoxyphenyl)-3-(3,4-methylenedioxyphenyl)-indene-2-carboxylate). The reagents and catalysts are [Pd] (palladium on activated carbon). Run in CCO (EtOH). Conditions: time 56 hour. Product: COC1=CC=C(C=C1)C1C(C(C2=CC=CC=C12)C1=CC2=C(C=C1)OCO2)C(=O)O ((1RS,2SR,3SR)-1-(4-Methoxyphenyl)-3-(3,4-methylenedioxyphenyl)indane-2-carboxylic acid). The yield is 106.0%. Reaction SMILES: [CH3:1][O:2][C:3]1[CH:8]=[CH:7][C:6]([CH:9]2[C:17]3[C:12](=[CH:13][CH:14]=[CH:15][CH:16]=3)[C:11]([C:18]3[CH:23]=[CH:22][C:21]4[O:24][CH2:25][O:26][C:20]=4[CH:19]=3)=[C:10]2[C:27]([O:29]CC)=[O:28])=[CH:5][CH:4]=1>CCO.[Pd]>[CH3:1][O:2][C:3]1[CH:8]=[CH:7][C:6]([CH:9]2[C:17]3[C:12](=[CH:13][CH:14]=[CH:15][CH:16]=3)[CH:11]([C:18]3[CH:23]=[CH:22][C:21]4[O:24][CH2:25][O:26][C:20]=4[CH:19]=3)[CH:10]2[C:27]([OH:29])=[O:28])=[CH:5][CH:4]=1. Procedure details: To a solution of ethyl (RS)-1-(4-methoxyphenyl)-3-(3,4-methylenedioxyphenyl)-indene-2-carboxylate (0.72 g, 1.7 mmol) in EtOH (30 ml) was added 10% palladium on activated carbon (1 g). The resulting suspension was stirred under an atmosphere of H2 for 56 h and filtered. The filtrate was concentrated under reduced pressure to afford the title compound as a yellow solid (0.70 g, 95%), which was used without further purification. Starting materials: CCN=C=NCCCN(C)C, CN(C)C=O, Fc1ccc(-c2nn3c(c2-c2ccncc2)NNCC3)cc1, O, On1nnc2ccccc21, O=C(O)Cc1c[nH]c2ccccc12. Product: O=C(Cc1c[nH]c2ccccc12)N1CCn2nc(-c3ccc(F)cc3)c(-c3ccncc3)c2N1. RXN SMILES: [CH3:14][N:15]([CH3:16])[CH2:17][CH2:18][CH2:19][N:20]=[C:21]=[N:22][CH2:23][CH3:24].[CH3:57][N:58]([CH3:59])[CH:60]=[O:61].[F:35][c:36]1[cH:37][cH:38][c:39](-[c:42]2[n:43][n:44]3[c:45]([c:50]2-[c:51]2[cH:52][cH:53][n:54][cH:55][cH:56]2)[NH:46][NH:47][CH2:48][CH2:49]3)[cH:40][cH:41]1.[OH2:62].[OH:25][n:26]1[c:27]2[cH:28][cH:29][cH:30][cH:31][c:32]2[n:33][n:34]1.[nH:1]1[cH:2][c:3]([CH2:10][C:11](=[O:12])[OH:13])[c:4]2[cH:5][cH:6][cH:7][cH:8][c:9]12>>[nH:1]1[cH:2][c:3]([CH2:10][C:11](=[O:13])[N:47]2[NH:46][c:45]3[n:44]([n:43][c:42](-[c:39]4[cH:38][cH:37][c:36]([F:35])[cH:41][cH:40]4)[c:50]3-[c:51]3[cH:52][cH:53][n:54][cH:55][cH:56]3)[CH2:49][CH2:48]2)[c:4]2[cH:5][cH:6][cH:7][cH:8][c:9]12. The reactants are CC(COC(=O)N1C(=NC=C1)C1=CC=C(C=C1)C=1C=CC2=C(CN(CCO2)C(=O)OC(C)(C)C)C1)C (1,1-dimethylethyl 7-[4-(1-{[(2-methylpropyl)oxy]carbonyl}-1H-imidazol-2-yl)phenyl]-2,3-dihydro-1,4-benzoxazepine-4(5H)-carboxylate), FC(C(=O)O)(F)F (trifluoroacetic acid). Solvent: ClCCl (dichloromethane). Product: O1CCNCC2=C1C=CC(=C2)C2=CC=C(C=C2)C=2N(C=CN2)C(=O)OCC(C)C (2-methylpropyl 2-[4-(2,3,4,5-tetrahydro-1,4-benzoxazepin-7-yl)phenyl]-1H-imidazole-1-carboxylate). Isolated yield 92.1%. As a reaction SMILES: [CH3:1][CH:2]([CH3:36])[CH2:3][O:4][C:5]([N:7]1[CH:11]=[CH:10][N:9]=[C:8]1[C:12]1[CH:17]=[CH:16][C:15]([C:18]2[CH:19]=[CH:20][C:21]3[O:27][CH2:26][CH2:25][N:24](C(OC(C)(C)C)=O)[CH2:23][C:22]=3[CH:35]=2)=[CH:14][CH:13]=1)=[O:6].FC(F)(F)C(O)=O>ClCCl>[O:27]1[C:21]2[CH:20]=[CH:19][C:18]([C:15]3[CH:14]=[CH:13][C:12]([C:8]4[N:7]([C:5]([O:4][CH2:3][CH:2]([CH3:36])[CH3:1])=[O:6])[CH:11]=[CH:10][N:9]=4)=[CH:17][CH:16]=3)=[CH:35][C:22]=2[CH2:23][NH:24][CH2:25][CH2:26]1. Reported procedure: To a solution of 1,1-dimethylethyl 7-[4-(1-{[(2-methylpropyl)oxy]carbonyl}-1H-imidazol-2-yl)phenyl]-2,3-dihydro-1,4-benzoxazepine-4(5H)-carboxylate (0.30 g, 0.61 mmol) in dichloromethane (100 mL) was added trifluoroacetic acid (20 mL) and the reaction mixture was heated to reflux. After cooling to room temperature the solvent was evaporated. The residue was dissolved in ethyl acetate (250 mL). The organic layer was washed with saturated aqueous sodium bicarbonate (2×100 mL), brine, dried over an... Starting materials: NC=1C=C2C(=CNC2=CC1)C1CCN(CC1)C (5-amino-3-(1-methylpiperidin-4-yl)-1H-indole), C(CCC)N=C=O (n-butyl isocyanate). Product: C(CCC)NC(=O)NC=1C=C2C(=CNC2=CC1)C1CCN(CC1)C (N-n-butyl-N′-(3-(1-methylpiperidin-4-yl)-1H-indol-5-yl)urea). The yield is 95.8%. As a reaction SMILES: [NH2:1][C:2]1[CH:3]=[C:4]2[C:8](=[CH:9][CH:10]=1)[NH:7][CH:6]=[C:5]2[CH:11]1[CH2:16][CH2:15][N:14]([CH3:17])[CH2:13][CH2:12]1.[CH2:18]([N:22]=[C:23]=[O:24])[CH2:19][CH2:20][CH3:21]>>[CH2:18]([NH:22][C:23]([NH:1][C:2]1[CH:3]=[C:4]2[C:8](=[CH:9][CH:10]=1)[NH:7][CH:6]=[C:5]2[CH:11]1[CH2:16][CH2:15][N:14]([CH3:17])[CH2:13][CH2:12]1)=[O:24])[CH2:19][CH2:20][CH3:21]. Procedure: Beginning with 15.0 mg (0.0655 mMol) 5-amino-3-(1-methylpiperidin-4-yl)-1H-indole and 11.1 mg (0.131 mMol) n-butyl isocyanate, 20.6 mg (96%) of the title compound were recovered.